Dataset: the Open Reaction Database (ORD), a public repository of structured organic reaction records. Task: describe an organic reaction: reactants, conditions, products, and yield The reactants are [Al+3], C1CCOC1, Cc1c[nH]c2ncnc(N3CCC(C(=O)Nc4cccc(Oc5ccc(F)cc5)c4)CC3)c12, [H-], [H-], [H-], [H-], [Li+]. Product: Cc1c[nH]c2ncnc(N3CCC(CNc4cccc(Oc5ccc(F)cc5)c4)CC3)c12. As a reaction SMILES: [Al+3:35].[CH2:40]1[O:41][CH2:42][CH2:43][CH2:44]1.[F:1][c:2]1[cH:3][cH:4][c:5]([O:6][c:7]2[cH:8][c:9]([NH:13][C:14](=[O:15])[CH:16]3[CH2:17][CH2:18][N:19]([c:22]4[c:23]5[c:24]([n:25][cH:26][n:27]4)[nH:28][cH:29][c:30]5[CH3:31])[CH2:20][CH2:21]3)[cH:10][cH:11][cH:12]2)[cH:32][cH:33]1.[H-:34].[H-:37].[H-:38].[H-:39].[Li+:36]>>[F:1][c:2]1[cH:3][cH:4][c:5]([O:6][c:7]2[cH:8][c:9]([NH:13][CH2:14][CH:16]3[CH2:17][CH2:18][N:19]([c:22]4[c:23]5[c:24]([n:25][cH:26][n:27]4)[nH:28][cH:29][c:30]5[CH3:31])[CH2:20][CH2:21]3)[cH:10][cH:11][cH:12]2)[cH:32][cH:33]1. Starting materials: C(C)N(C1CCNCC1)CC (Diethyl-piperidin-4-yl-amine), BrCC#N (bromoacetonitrile). The product is C(C)N(C1CCN(CC1)CC#N)CC ((4-Diethylamino-piperidin-1-yl)-acetonitrile). Reaction SMILES: [CH2:1]([N:3]([CH2:10][CH3:11])[CH:4]1[CH2:9][CH2:8][NH:7][CH2:6][CH2:5]1)[CH3:2].Br[CH2:13][C:14]#[N:15]>>[CH2:10]([N:3]([CH2:1][CH3:2])[CH:4]1[CH2:5][CH2:6][N:7]([CH2:13][C:14]#[N:15])[CH2:8][CH2:9]1)[CH3:11]. Reported procedure: The title compound is synthesized by coupling of Diethyl-piperidin-4-yl-amine (commercially available from CHESS GmbH) and bromoacetonitrile analogously to the preparation of Intermediate 149.2 as a colorless oil; ES-MS: M+=196.2: 1HNMR(DMSO-d6) 3.65 (s, 2H), 2.80-2.75 (m, 2H), 2.45-2.30 (m, 5H), 2.15-2.05 (m, 2H), 1.70-1.60 (m, 2H), 1.45-1.35 (m, 2H), 0.95 (t, 6H).